Dataset: the Open Reaction Database (ORD), a public repository of structured organic reaction records. Task: describe an organic reaction: reactants, conditions, products, and yield The reactants are C=CCOC(=O)N1CC=C(C(=O)OC)C1CO[Si](C)(C)C(C)(C)C, [Li]CCCC, C1CCOC1, CCCCCC, CCOC(C)=O, ClCBr, O=P([O-])([O-])[O-]. Product: C=CCOC(=O)N1CC=C(C(=O)CCl)C1CO[Si](C)(C)C(C)(C)C. Reaction SMILES: [C:1]([CH3:2])([CH3:3])([CH3:4])[Si:5]([O:6][CH2:7][CH:8]1[N:9]([C:17](=[O:18])[O:19][CH2:20][CH:21]=[CH2:22])[CH2:10][CH:11]=[C:12]1[C:13]([O:15][CH3:14])=[O:16])([CH3:23])[CH3:24].[CH2:28]([Li:29])[CH2:30][CH2:31][CH3:32].[CH2:44]1[O:45][CH2:46][CH2:47][CH2:48]1.[CH3:33][CH2:34][CH2:35][CH2:36][CH2:37][CH3:38].[CH3:49][CH2:50][O:51][C:52](=[O:53])[CH3:54].[Cl:25][CH2:26][Br:27].[O-:39][P:40](=[O:41])([O-:42])[O-:43]>>[C:1]([CH3:2])([CH3:3])([CH3:4])[Si:5]([O:6][CH2:7][CH:8]1[N:9]([C:17](=[O:18])[O:19][CH2:20][CH:21]=[CH2:22])[CH2:10][CH:11]=[C:12]1[C:13](=[O:15])[CH2:26][Cl:25])([CH3:23])[CH3:24]. Starting materials: [OH-].[Na+] (sodium hydroxide), COC(=O)[C@@]12CN(CC2C(C1)C)C(=O)OCC1=CC=CC=C1 ((S)-6-methyl-3-azabicyclo[3.2.0]heptane-1,3-dicarboxylic acid 3-benzyl ester 1-methyl ester), Cl (hydrochloric acid). Run in O1CCCC1 (tetrahydrofuran), CO (methanol). Conditions: time 30 minute. Yields the product C(C1=CC=CC=C1)OC(=O)N1C[C@@]2(CC(C2C1)C)C(=O)O ((S)-6-Methyl-3-azabicyclo[3.2.0]heptane-1,3-dicarboxylic acid 3-benzyl ester). RXN SMILES: [OH-].[Na+].C[O:4][C:5]([C@@:7]12[CH2:13][CH:12]([CH3:14])[CH:11]1[CH2:10][N:9]([C:15]([O:17][CH2:18][C:19]1[CH:24]=[CH:23][CH:22]=[CH:21][CH:20]=1)=[O:16])[CH2:8]2)=[O:6].Cl>O1CCCC1.CO>[CH2:18]([O:17][C:15]([N:9]1[CH2:10][CH:11]2[C@@:7]([C:5]([OH:6])=[O:4])([CH2:13][CH:12]2[CH3:14])[CH2:8]1)=[O:16])[C:19]1[CH:24]=[CH:23][CH:22]=[CH:21][CH:20]=1 |f:0.1|. Reported procedure: A 1N sodium hydroxide solution (21 ml) was added dropwise to a mixed solution of (S)-6-methyl-3-azabicyclo[3.2.0]heptane-1,3-dicarboxylic acid 3-benzyl ester 1-methyl ester (3.2 g, 10.4 mmol) in tetrahydrofuran (60 ml) and methanol (20 ml) under ice-cooling, and the mixture was stirred for 30 minutes. The reaction solution was neutralized with 1N hydrochloric acid, followed by extraction with ethyl acetate. The extract was dried over magnesium sulfate and filtered. The solvent was evaporated und... The reactants are S(=O)(=O)(O)[O-].[K+] (potassium hydrogensulphate), C(C)(C)OC=1OCC(C1C(=O)OC(C)C)=O (isopropyl 2-isopropoxy-4,5-dihydro-4-oxofuran-3-carboxylate), ClC1=CC=C(C=N1)CNCC(F)F (N-[(6-chloropyridin-3-yl)methyl]-2,2-difluoroethylamine). Run in C(CCC)#N (butyronitrile). The product is ClC1=CC=C(C=N1)CN(C1=CC(OC1)=O)CC(F)F (4-[[(6-chloropyridin-3-yl)methyl](2,2-difluoroethyl)amino]furan-2(5H)-one). Isolated yield 95.0%. Reaction SMILES: S([O-])(O)(=O)=O.[K+].C([O:10][C:11]1[O:12][CH2:13][C:14](=O)[C:15]=1C(OC(C)C)=O)(C)C.[Cl:23][C:24]1[N:29]=[CH:28][C:27]([CH2:30][NH:31][CH2:32][CH:33]([F:35])[F:34])=[CH:26][CH:25]=1>C(#N)CCC>[Cl:23][C:24]1[N:29]=[CH:28][C:27]([CH2:30][N:31]([CH2:32][CH:33]([F:35])[F:34])[C:14]2[CH2:13][O:12][C:11](=[O:10])[CH:15]=2)=[CH:26][CH:25]=1 |f:0.1|. Procedure details: 0.6 g of potassium hydrogensulphate was added at room temperature to a suspension of 1.0 g of isopropyl 2-isopropoxy-4,5-dihydro-4-oxofuran-3-carboxylate and 0.85 g of N-[(6-chloropyridin-3-yl)methyl]-2,2-difluoroethylamine in 15.8 g of butyronitrile. The mixture was heated to reflux for 5 hours. Subsequently, it was cooled to room temperature and washed with 10 ml of water. The solvent was removed under reduced pressure. This gave 1 g of 4-[[(6-chloropyridin-3-yl)methyl](2,2-difluoroethyl)amino... The reactants are [O-][Si](=O)[O-].[Mg+2] (florisil), [Cr](=O)(=O)([O-])Cl.[NH+]1=CC=CC=C1 (pyridinium chlorochromate), C(C)OCC (Diethyl ether), O[C@@H]1CC[C@H]([C@@H](C1)C(=O)OCC)C (Ethyl (1R,2R,5R)-5hydroxy-2-methylcyclohexane-1-carboxylate). The solvent is C(Cl)Cl (methylene chloride). Reaction conditions: time 8 hour. The product is C[C@H]1[C@@H](CC(CC1)=O)C(=O)OCC (Ethyl (1R,2R)-2-methylcyclohexane-5-one1-carboxylate). Yield: 93.0%. As a reaction SMILES: [Cr](Cl)([O-])(=O)=O.[NH+]1C=CC=CC=1.[OH:12][C@H:13]1[CH2:18][C@@H:17]([C:19]([O:21][CH2:22][CH3:23])=[O:20])[C@H:16]([CH3:24])[CH2:15][CH2:14]1.C(OCC)C.[O-][Si]([O-])=O.[Mg+2]>C(Cl)Cl>[CH3:24][C@@H:16]1[CH2:15][CH2:14][C:13](=[O:12])[CH2:18][C@H:17]1[C:19]([O:21][CH2:22][CH3:23])=[O:20] |f:0.1,4.5|. Reported procedure: To a suspension of pyridinium chlorochromate (36.0 g, 167 mmol) in methylene chloride (200 mL) was added 10 (17.27 g, 92.8 mmol), whereupon the mixture became a dark homogenous solution. The reaction was stirred overnight. Diethyl ether (3×300 mL) was added and the product was passed through a short column of florisil to remove the chromium salts. Removal of the solvent in vacuo gave an oil (15.9 g, 93% yield). This was carried onto the next step without further purification. Rf 0.61 (ethyl acet... Reactants: C1(=CC=CC=C1)N1N=C2C(=CNC=3C=CC(=NC23)N2CCNCC2)C1=O (2-Phenyl-8-(piperazin-1-yl)-2,5-dihydro-pyrazolo[4,3-c][1,5]naphthyridin-3-one), CN1CCNCC1 (1-methylpiperazine). The product is CN1CCN(CC1)C1=NC=2C=3C(=CNC2C=C1)C(N(N3)C3=CC=CC=C3)=O (8-(4-Methyl-piperazin-1-yl)-2-phenyl-2,5-dihydro-pyrazolo[4,3-c]-[1,5]naphthyridin-3-one). As a reaction SMILES: [C:1]1([N:7]2[C:25](=[O:26])[C:10]3=[CH:11][NH:12][C:13]4[CH:14]=[CH:15][C:16]([N:19]5[CH2:24][CH2:23][NH:22][CH2:21][CH2:20]5)=[N:17][C:18]=4[C:9]3=[N:8]2)[CH:6]=[CH:5][CH:4]=[CH:3][CH:2]=1.[CH3:27]N1CCNCC1>>[CH3:27][N:22]1[CH2:21][CH2:20][N:19]([C:16]2[CH:15]=[CH:14][C:13]3[NH:12][CH:11]=[C:10]4[C:25](=[O:26])[N:7]([C:1]5[CH:6]=[CH:5][CH:4]=[CH:3][CH:2]=5)[N:8]=[C:9]4[C:18]=3[N:17]=2)[CH2:24][CH2:23]1. Procedure: The title compound was prepared following the procedure described for 6a using 1-methylpiperazine instead of piperazine. 1H-NMR (DMSO-d6) δ (ppm): 2.52 (3H, s), 2.84 (4H, brm), 3.62 (4H, brm), 7.11 (1H, t, J=7.22 Hz), 7.20 (1H, d, J=9.28 Hz), 7.40 (2H, dd, J=8.30, 7.57 Hz), 7.80 (1H, d, J=9.28 Hz), 8.21 (2H, d, J=7.57 Hz), 8.50 (1H, s). m/z 361.4 (MH+). The reactants are C(=O)NC=1SC=C(N1)C(C(=O)NC1[C@@H]2N(C(=C(CS2)CSC)C(=O)OC(C2=CC=CC=C2)C2=CC=CC=C2)C1=O)=O (Benzhydryl 7-[(2-formamidothiazol-4-yl)glyoxylamido]-3-methylthiomethyl-3-cephem-4-carboxylate). The solvent is C(Cl)Cl (methylene chloride), C1(=CC=CC=C1)OC (anisole), FC(C(=O)O)(F)F (trifluoroacetic acid). Product: C(=O)NC=1SC=C(N1)C(C(=O)NC1[C@@H]2N(C(=C(CS2)CSC)C(=O)O)C1=O)=O (7-[(2-formamidothiazol-4-yl)glyoxylamido]-3-methylthiomethyl-3-cephem-4-carboxylic acid). Isolated yield 64.9%. As a reaction SMILES: [CH:1]([NH:3][C:4]1[S:5][CH:6]=[C:7]([C:9](=[O:41])[C:10]([NH:12][CH:13]2[C:39](=[O:40])[N:15]3[C:16]([C:23]([O:25]C(C4C=CC=CC=4)C4C=CC=CC=4)=[O:24])=[C:17]([CH2:20][S:21][CH3:22])[CH2:18][S:19][C@H:14]23)=[O:11])[N:8]=1)=[O:2]>C(Cl)Cl.C1(OC)C=CC=CC=1.FC(F)(F)C(O)=O>[CH:1]([NH:3][C:4]1[S:5][CH:6]=[C:7]([C:9](=[O:41])[C:10]([NH:12][CH:13]2[C:39](=[O:40])[N:15]3[C:16]([C:23]([OH:25])=[O:24])=[C:17]([CH2:20][S:21][CH3:22])[CH2:18][S:19][C@H:14]23)=[O:11])[N:8]=1)=[O:2]. Reported procedure: Benzhydryl 7-[(2-formamidothiazol-4-yl)glyoxylamido]-3-methylthiomethyl-3-cephem-4-carboxylate (7.0 g) was dissolved in a solution of methylene chloride (70 ml), anisole (7 ml) and trifluoroacetic acid (14 ml), and the mixture was stirred at ambient temperature for an hour. After the solvent was removed by distillation under reduced pressure, the residue was dissolved in water, adjusted to pH 2.0 with conc. hydrochloric acid and then extracted with ethyl acetate. The extract was washed with an a... The reactants are ClCCl, CC(=O)C(C)C, FC(F)F, ClSCl. Product: CC(=O)C(C)(C)SC(F)(F)F. RXN SMILES: [CH2:14]([Cl:15])[Cl:16].[CH:1]([CH3:2])([CH3:3])[C:4](=[O:5])[CH3:6].[F:10][CH:11]([F:12])[F:13].[S:7]([Cl:8])[Cl:9]>>[C:1]([CH3:2])([CH3:3])([C:4](=[O:5])[CH3:6])[S:7][C:11]([F:10])([F:12])[F:13].